Dataset: the Open Reaction Database (ORD), a public repository of structured organic reaction records. Task: describe an organic reaction: reactants, conditions, products, and yield The reactants are NC1=CC(=C(C(=O)NCC2CCN(CC2)CCCCCNC2CCCCC2)C=C1Cl)OC (4-Amino-5-chloro-N-((1-(5-cyclohexylaminopentyl)piperidin-4-yl)-methyl)-2-methoxybenzamide), C(C)=O (acetaldehyde), C(#N)[BH3-].[Na+] (sodium cyanoborohydride). Yields the product NC1=CC(=C(C(=O)NCC2CCN(CC2)CCCCCN(C2CCCCC2)CC)C=C1Cl)OC (4-amino-5-chloro-N-((1-(5-(N-ethyl-N-cyclohexylamino)pentyl)piperidin-4-yl)methyl)-2-methoxybenzamide). RXN SMILES: [NH2:1][C:2]1[C:29]([Cl:30])=[CH:28][C:5]([C:6]([NH:8][CH2:9][CH:10]2[CH2:15][CH2:14][N:13]([CH2:16][CH2:17][CH2:18][CH2:19][CH2:20][NH:21][CH:22]3[CH2:27][CH2:26][CH2:25][CH2:24][CH2:23]3)[CH2:12][CH2:11]2)=[O:7])=[C:4]([O:31][CH3:32])[CH:3]=1.[CH:33](=O)[CH3:34].C([BH3-])#N.[Na+]>>[NH2:1][C:2]1[C:29]([Cl:30])=[CH:28][C:5]([C:6]([NH:8][CH2:9][CH:10]2[CH2:15][CH2:14][N:13]([CH2:16][CH2:17][CH2:18][CH2:19][CH2:20][N:21]([CH2:33][CH3:34])[CH:22]3[CH2:23][CH2:24][CH2:25][CH2:26][CH2:27]3)[CH2:12][CH2:11]2)=[O:7])=[C:4]([O:31][CH3:32])[CH:3]=1 |f:2.3|. Procedure: 4-Amino-5-chloro-N-((1-(5-cyclohexylaminopentyl)piperidin-4-yl)-methyl)-2-methoxybenzamide (1.1 g) as starting compound, acetaldehyde (0.15 ml) and sodium cyanoborohydride (0.33 g) were reacted and treated in the same manner as in Example 136 to give 1.0 g of 4-amino-5-chloro-N-((1-(5-(N-ethyl-N-cyclohexylamino)pentyl)piperidin-4-yl)methyl)-2-methoxybenzamide.